Task: describe an organic reaction: reactants, conditions, products, and yield. Dataset: the Open Reaction Database (ORD), a public repository of structured organic reaction records RXN SMILES: C(S[CH2:5][C@H:6]1[C@@H:15]([NH:16][C:17](=[O:26])[O:18][CH2:19][C:20]2[CH:25]=[CH:24][CH:23]=[CH:22][CH:21]=2)[CH2:14][CH2:13][C:8]2([O:12][CH2:11][CH2:10][O:9]2)[CH2:7]1)(C)C.O[O:28][S:29]([O-:31])=O.[K+].[CH3:33][CH:34](O)[CH3:35]>O>[CH:34]([S:29]([CH2:5][C@H:6]1[C@@H:15]([NH:16][C:17](=[O:26])[O:18][CH2:19][C:20]2[CH:25]=[CH:24][CH:23]=[CH:22][CH:21]=2)[CH2:14][CH2:13][C:8]2([O:12][CH2:11][CH2:10][O:9]2)[CH2:7]1)(=[O:31])=[O:28])([CH3:35])[CH3:33] |f:1.2|. Starting materials: C(C)(C)SC[C@@H]1CC2(OCCO2)CC[C@@H]1NC(OCC1=CC=CC=C1)=O (benzyl ((7R,8S)-7-(isopropylthiomethyl)-1,4-dioxa-spiro[4.5]dec-8-yl)-carbamate), OOS(=O)[O-].[K+] (Oxone), CC(C)O (i-PrOH). The product is C(C)(C)S(=O)(=O)C[C@@H]1CC2(OCCO2)CC[C@@H]1NC(OCC1=CC=CC=C1)=O (benzyl ((7R,8S)-7-(isopropylsulfonylmethyl)-1,4-dioxa-spiro[4.5]dec-8-yl)-carbamate). Procedure details: A solution of benzyl ((7R,8S)-7-(isopropylthiomethyl)-1,4-dioxa-spiro[4.5]dec-8-yl)-carbamate (2.72 g, 7.16 mmol) in i-PrOH (60 ml) was treated with a solution of Oxone® (8.8 g, 14 mmol) in water (30 ml) and stirred at room temperature for 1 hour. The mixture is diluted with water and extracted into CH2Cl2. The extracts were washed with water, brine and the solvent removed under vacuum. The residue is chromatographed on silica gel (10-50% Ethyl acetate/hexane) to give 2.3 g of benzyl ((7R,8S)-7-... Reaction conditions: time 1 hour. Run in O (water), O (water). Starting materials: COC1=NC(=CC(=N1)C=1C=C(C(=O)N)C=CC1)NCCC1=CC=C(C=C1)OC (3-{2-methoxy-6-[2-(4-methoxy-phenyl)-ethylamino]-pyrimidin-4-yl}-benzamide), COC(C)(N(C)C)OC (dimethylacetamide dimethylacetal). Conditions: temperature 110 celsius. Product: CN(C(C)=NC(C1=CC(=CC=C1)C1=NC(=NC(=C1)NCCC1=CC=C(C=C1)OC)OC)=O)C (N-(1-dimethylamino-ethylidene)-3-{2-methoxy-6-[2-(4-methoxy-phenyl)-ethylamino]-pyrimidin-4-yl}-benzamide). Reaction SMILES: [CH3:1][O:2][C:3]1[N:8]=[C:7]([C:9]2[CH:10]=[C:11]([CH:15]=[CH:16][CH:17]=2)[C:12]([NH2:14])=[O:13])[CH:6]=[C:5]([NH:18][CH2:19][CH2:20][C:21]2[CH:26]=[CH:25][C:24]([O:27][CH3:28])=[CH:23][CH:22]=2)[N:4]=1.CO[C:31](OC)([N:33]([CH3:35])[CH3:34])[CH3:32]>>[CH3:34][N:33]([CH3:35])[C:31](=[N:14][C:12](=[O:13])[C:11]1[CH:15]=[CH:16][CH:17]=[C:9]([C:7]2[CH:6]=[C:5]([NH:18][CH2:19][CH2:20][C:21]3[CH:22]=[CH:23][C:24]([O:27][CH3:28])=[CH:25][CH:26]=3)[N:4]=[C:3]([O:2][CH3:1])[N:8]=2)[CH:10]=1)[CH3:32]. Procedure: A mixture of 3-{2-methoxy-6-[2-(4-methoxy-phenyl)-ethylamino]-pyrimidin-4-yl}-benzamide [50 mg, 0.132 mmol, Example 35(g)] and dimethylacetamide dimethylacetal (2 mL) in a sealed tube and heated to 110° C. for 45 minutes. The mixture is concentrated by rotary evaporator to provide N-(1-dimethylamino-ethylidene)-3-{2-methoxy-6-[2-(4-methoxy-phenyl)-ethylamino]-pyrimidin-4-yl}-benzamide [Intermediate (46)] in quantitative yield. Reactants: ClCCl (dichloromethane), C([O-])([O-])=O.[K+].[K+] (potassium carbonate), BrC1=CC=C2C(=CC(=NC2=C1)C)C(=O)O (7-bromo-2-methylquinoline-4-carboxylic acid), CC(C(=O)OC)(COC1=NC=C(C=C1)B1OC(C(O1)(C)C)(C)C)C (methyl 2,2-dimethyl-3-(5-(4,4,5,5-tetramethyl-1,3,2-dioxaborolan-2-yl)pyridin-2-yloxy)propanoate). Run in O1CCOCC1 (1,4-dioxane), C(C)(C)O (isopropanol). Conditions: time 24 hour. Product: COC(C(COC1=CC=C(C=N1)C1=CC=C2C(=CC(=NC2=C1)C)C(=O)O)(C)C)=O (7-(6-(3-methoxy-2,2-dimethyl-3-oxopropoxy)pyridin-3-yl)-2-methylquinoline-4-carboxylic acid), 15. Yield: 82.0%. RXN SMILES: ClCCl.C(=O)([O-])[O-].[K+].[K+].Br[C:11]1[CH:20]=[C:19]2[C:14]([C:15]([C:22]([OH:24])=[O:23])=[CH:16][C:17]([CH3:21])=[N:18]2)=[CH:13][CH:12]=1.[CH3:25][C:26]([CH3:48])([CH2:31][O:32][C:33]1[CH:38]=[CH:37][C:36](B2OC(C)(C)C(C)(C)O2)=[CH:35][N:34]=1)[C:27]([O:29][CH3:30])=[O:28]>C(O)(C)C.O1CCOCC1>[CH3:30][O:29][C:27](=[O:28])[C:26]([CH3:25])([CH3:48])[CH2:31][O:32][C:33]1[N:34]=[CH:35][C:36]([C:11]2[CH:20]=[C:19]3[C:14]([C:15]([C:22]([OH:24])=[O:23])=[CH:16][C:17]([CH3:21])=[N:18]3)=[CH:13][CH:12]=2)=[CH:37][CH:38]=1 |f:1.2.3|. Procedure: [1,1′-Bis(diphenylphosphino)ferrocene]dichloropalladium(II) complex with dichloromethane (1:1) (40.8 mg, 0.05 mmol) and an aqueous solution of potassium carbonate (0.72 g, 4 mmol in 1.0 mL of water) were successively added to a solution of 7-bromo-2-methylquinoline-4-carboxylic acid B-14 (0.26 g, 1.00 mmol) and methyl 2,2-dimethyl-3-(5-(4,4,5,5-tetramethyl-1,3,2-dioxaborolan-2-yl)pyridin-2-yloxy)propanoate A-7 (0.43 g, 1.50 mmol) in isopropanol (5.0 mL) and 1,4-dioxane (20 mL). The reaction was ... The reactants are CC#N, COCCOCCOCCOCCCCl, [I-], [K+], c1ccc(P(c2ccccc2)c2ccccc2)cc1. Product: COCCOCCOCCOCCC[P+](c1ccccc1)(c1ccccc1)c1ccccc1, [I-]. RXN SMILES: [CH3:37][C:38]#[N:39].[Cl:1][CH2:2][CH2:3][CH2:4][O:5][CH2:6][CH2:7][O:8][CH2:9][CH2:10][O:11][CH2:12][CH2:13][O:14][CH3:15].[I-:17].[K+:16].[c:18]1([P:24]([c:25]2[cH:26][cH:27][cH:28][cH:29][cH:30]2)[c:31]2[cH:32][cH:33][cH:34][cH:35][cH:36]2)[cH:19][cH:20][cH:21][cH:22][cH:23]1>>[CH2:2]([CH2:3][CH2:4][O:5][CH2:6][CH2:7][O:8][CH2:9][CH2:10][O:11][CH2:12][CH2:13][O:14][CH3:15])[P+:24]([c:18]1[cH:19][cH:20][cH:21][cH:22][cH:23]1)([c:25]1[cH:26][cH:27][cH:28][cH:29][cH:30]1)[c:31]1[cH:32][cH:33][cH:34][cH:35][cH:36]1.[I-:17]. Starting materials: CC=1C=C(C(=O)O)C(=CC1)SC1=CC=CC=C1 (3-methyl-6-(phenylthio)-benzoic acid), S(O)(O)(=O)=O (sulphuric acid), CO (methanol). Product: CC=1C=C(C(=O)OC)C(=CC1)SC1=CC=CC=C1 (methyl 3-methyl-6-(phenylthio)-benzoate). Reaction SMILES: [CH3:1][C:2]1[CH:3]=[C:4]([C:8]([S:11][C:12]2[CH:17]=[CH:16][CH:15]=[CH:14][CH:13]=2)=[CH:9][CH:10]=1)[C:5]([OH:7])=[O:6].S(=O)(=O)(O)O.[CH3:23]O>>[CH3:1][C:2]1[CH:3]=[C:4]([C:8]([S:11][C:12]2[CH:17]=[CH:16][CH:15]=[CH:14][CH:13]=2)=[CH:9][CH:10]=1)[C:5]([O:7][CH3:23])=[O:6]. Procedure: 650 g of 3-methyl-6-(phenylthio)-benzoic acid in 7.5 litres of absolute methanol are slowly treated with 300 ml of concentrated sulphuric acid and the mixture is heated for 24 hours under reflux. The mixture is concentrated and the residue poured on to an ice-cold sodium bicarbonate solution. The mass is extracted with ether, washed with water, dried over sodium sulphate and concentrated. There is obtained methyl 3-methyl-6-(phenylthio)-benzoate as a red-brown oil which crystallises on standing. The reactants are CCCCCCCCC=CCCCCCCCC(=O)O, CC(=O)O, C=CCc1ccc(O)c(OC)c1, C=CCc1ccc(O)c(OC)c1. Yields the product COc1cc(C=CC=O)ccc1O. Reaction SMILES: [C:17]([OH:18])(=[O:19])[CH2:20][CH2:21][CH2:22][CH2:23][CH2:24][CH2:25][CH2:26][CH:27]=[CH:28][CH2:29][CH2:30][CH2:31][CH2:32][CH2:33][CH2:34][CH2:35][CH3:36].[C:1]([OH:2])(=[O:3])[CH3:4].[c:37]1([O:38][CH3:39])[c:40]([OH:48])[cH:41][cH:42][c:43]([CH2:45][CH:46]=[CH2:47])[cH:44]1.[c:5]1([O:15][CH3:16])[c:6]([OH:7])[cH:8][cH:9][c:10]([CH2:11][CH:12]=[CH2:13])[cH:14]1>>[O:3]=[CH:13][CH:12]=[CH:11][c:10]1[cH:9][cH:8][c:6]([OH:7])[c:5]([O:15][CH3:16])[cH:14]1. Reactants: C(=O)(OC)C=1OC2=C(C(=CC=C2C(C1)=O)OCCCCCOC1=C(C(=C(C=C1)C(C)=O)O)CCC)CCC (2-carbomethoxy-7-[5-(2-n-propyl-3-hydroxy-4-acetylphenoxy)pentoxy]-8-n-propylchromone), [H][H] (hydrogen). The reagents and catalysts are [Pd] (palladium on carbon). Solvent: C(C)(=O)O (acetic acid). Product: C(=O)(OC)C1OC2=C(C(=CC=C2CC1)OCCCCCOC1=C(C(=C(C=C1)C(C)=O)O)CCC)CCC (2-carbomethoxy-7-[5-(2-n-propyl-3-hydroxy-4-acetylphenoxy)pentoxy]-8-n-propylchroman). Isolated yield 89.5%. Reaction SMILES: [C:1]([C:5]1[O:6][C:7]2[C:12]([C:13](=O)[CH:14]=1)=[CH:11][CH:10]=[C:9]([O:16][CH2:17][CH2:18][CH2:19][CH2:20][CH2:21][O:22][C:23]1[CH:28]=[CH:27][C:26]([C:29](=[O:31])[CH3:30])=[C:25]([OH:32])[C:24]=1[CH2:33][CH2:34][CH3:35])[C:8]=2[CH2:36][CH2:37][CH3:38])([O:3][CH3:4])=[O:2].[H][H]>C(O)(=O)C.[Pd]>[C:1]([CH:5]1[CH2:14][CH2:13][C:12]2[C:7](=[C:8]([CH2:36][CH2:37][CH3:38])[C:9]([O:16][CH2:17][CH2:18][CH2:19][CH2:20][CH2:21][O:22][C:23]3[CH:28]=[CH:27][C:26]([C:29](=[O:31])[CH3:30])=[C:25]([OH:32])[C:24]=3[CH2:33][CH2:34][CH3:35])=[CH:10][CH:11]=2)[O:6]1)([O:3][CH3:4])=[O:2]. Procedure: 7.65 g (14.6 mmole) of the compound from Example 5 was hydrogenated in 80 ml of acetic acid at 70° C. and 50 psi pressure in a 250 ml Parr shaker using 5% palladium on carbon as the catalyst. Theoretical hydrogen uptake occurred at 40 minutes. The shaker was cooled and vented, and its contents filtered. The filtrate was placed in a rotary evaporator and the acetic acid was removed by azeotropation three times with toluene and then once with methyl alcohol. Recrystallization from ethyl acetatehex... The reactants are C(C)(=O)C=1C=C2C(=CC(=NC2=C(C1O)CCC)C(=O)O)C (6-Acetyl-7-hydroxy-4-methyl-8-propylquinoline-2-carboxylic acid), C(C)O (ethanol), O (water). Product: C(C)(=O)C=1C=C2C(=CC(=NC2=C(C1O)CCC)C(=O)OCC)C (Ethyl 6-acetyl-7-hydroxy-4-methyl-8-propyl-quinoline-2-carboxylate). RXN SMILES: [C:1]([C:4]1[CH:5]=[C:6]2[C:11](=[C:12]([CH2:15][CH2:16][CH3:17])[C:13]=1[OH:14])[N:10]=[C:9]([C:18]([OH:20])=[O:19])[CH:8]=[C:7]2[CH3:21])(=[O:3])[CH3:2].O.[CH2:23](O)[CH3:24]>>[C:1]([C:4]1[CH:5]=[C:6]2[C:11](=[C:12]([CH2:15][CH2:16][CH3:17])[C:13]=1[OH:14])[N:10]=[C:9]([C:18]([O:20][CH2:23][CH3:24])=[O:19])[CH:8]=[C:7]2[CH3:21])(=[O:3])[CH3:2]. Procedure: The product of step (b) (6.5 g) was dissolved in dry ethanol (500 mls). Dry hydrogen chloride gas was then bubbled into this solution until a saturated solution resulted. This solution was heated on a steam bath for 1.5 hours. The mixture was poured into water and extracted into ether. The ethereal layer was washed with water, saturated sodium bicarbonate solution, dried using magnesium sulphate and filtered. On partial removal of the solvent a yellow solid crystallised out of solution. This was... The reactants are COC(=O)C1N(CCC(C1)(CCC)F)C(=O)OC(C)(C)C (4-fluoro-4-propyl-piperidine-1,2-dicarboxylic acid 1-tert-butyl ester 2-methyl ester), [OH-].[Li+] (lithium hydroxide), [OH-].[Li+] (lithium hydroxide). The solvent is O1CCOCC1.O (dioxane water). Conditions: time 8 hour. Yields the product desired product, C(C)(C)(C)OC(=O)N1C(CC(CC1)(CCC)F)C(=O)O (4-fluoro-4-propyl-piperidine-1,2-dicarboxylic acid 1-tert-butyl ester). As a reaction SMILES: C[O:2][C:3]([CH:5]1[CH2:10][C:9]([F:14])([CH2:11][CH2:12][CH3:13])[CH2:8][CH2:7][N:6]1[C:15]([O:17][C:18]([CH3:21])([CH3:20])[CH3:19])=[O:16])=[O:4].[OH-].[Li+]>O1CCOCC1.O>[C:18]([O:17][C:15]([N:6]1[CH2:7][CH2:8][C:9]([F:14])([CH2:11][CH2:12][CH3:13])[CH2:10][CH:5]1[C:3]([OH:4])=[O:2])=[O:16])([CH3:19])([CH3:20])[CH3:21] |f:1.2,3.4|. Procedure: A stirred solution of 21c (m=2, P2=Boc, R9=n-propyl) (1.06 g, 3.47 mmol) in dioxane-water 6:1 (42 mL) was treated with 1.0 M aq. lithium hydroxide (5.3 mL, 5.3 mmol). The reaction mixture was stirred at room temperature overnight, then treated with additional 1.0 M aq. lithium hydroxide (1.5 mL) and the resulting reaction mixture was stirred 5 h. The reaction solvent was removed, the residue was taken up in ethyl acetate (500 mL), washed with 10% Citric acid and brine and dried over MgSO4. Conce... The solvent is C(C)(=O)O (acetic acid), O (water), C1CCOC1 (THF), C1CCOC1 (THF). Procedure details: To a stirred solution of dimethyl methylphosphonate (10.23 g, 82.5 mmol) in 100 ml of anhydrous THF at -78° C. was added dropwise a solution of n-butyl lithium in hexane (1.58N, 52 ml, 82.5 mmol) under argon atmosphere, and the mixture was stirred for 30 minutes. Subsequently, methyl p-methylphenylcarboxylate (5.0 g, 33 mmol, commercially available product) in 10 ml of anhydrous THF was added dropwise and the mixture was stirred for 30 minutes. This reaction mixture was allowed to warm to 0° C.,... Reactants: CC1=CC=C(C=C1)C(=O)OC (methyl p-methylphenylcarboxylate), CP(OC)(OC)=O (dimethyl methylphosphonate), C(CCC)[Li] (n-butyl lithium), CCCCCC (hexane). Conditions: temperature 0 celsius, time 30 minute. Reaction SMILES: [CH3:1][P:2](=[O:7])([O:5][CH3:6])[O:3][CH3:4].C([Li])CCC.CCCCCC.[CH3:19][C:20]1[CH:25]=[CH:24][C:23]([C:26](OC)=[O:27])=[CH:22][CH:21]=1>C1COCC1.C(O)(=O)C.O>[CH3:19][C:20]1[CH:25]=[CH:24][C:23]([C:26](=[O:27])[CH2:1][P:2](=[O:7])([O:5][CH3:6])[O:3][CH3:4])=[CH:22][CH:21]=1. Yields the product CC1=CC=C(C=C1)C(CP(OC)(OC)=O)=O (dimethyl 2-p-methylphenyl-2-oxo-ethylphosphonate). The yield is 90.2%.